This data is from the Open Reaction Database (ORD), a public repository of structured organic reaction records. The task is: describe an organic reaction: reactants, conditions, products, and yield The reactants are FC=1C=CC2=C(C(N(CC=3N2C=NC3C(=O)O)C)=O)C1 (8-fluoro-5,6-dihydro-5-methyl-6-oxo-4H-imidazo[1,5-a][1,4]benzodiazepine-3-carboxylic acid), C(=O)=O (carbon dioxide), CCCCCC (hexane). Run in C(Cl)(Cl)Cl (chloroform). The product is FC=1C=CC2=C(C(N(CC=3N2C=NC3)C)=O)C1 (8-fluoro-4,5-dihydro-5-methyl-6H-imidazo[1,5-a][1,4]-benzodiazepin-6-one). Reaction SMILES: [F:1][C:2]1[CH:3]=[CH:4][C:5]2[N:11]3[CH:12]=[N:13][C:14](C(O)=O)=[C:10]3[CH2:9][N:8]([CH3:18])[C:7](=[O:19])[C:6]=2[CH:20]=1.C(=O)=O.CCCCCC>C(Cl)(Cl)Cl>[F:1][C:2]1[CH:3]=[CH:4][C:5]2[N:11]3[CH:12]=[N:13][CH:14]=[C:10]3[CH2:9][N:8]([CH3:18])[C:7](=[O:19])[C:6]=2[CH:20]=1. Procedure: 9.2 g of 8-fluoro-5,6-dihydro-5-methyl-6-oxo-4H-imidazo[1,5-a][1,4]benzodiazepine-3-carboxylic acid are heated to 290°. After completion of the carbon dioxide evolution, the product is dissolved in chloroform and treated with hexane. The precipitated crystals are filtered off under suction and dried. There is obtained 8-fluoro-4,5-dihydro-5-methyl-6H-imidazo[1,5-a][1,4]-benzodiazepin-6-one of melting point 236°. The reactants are IC (iodomethane), [O-]CC.[Na+] (sodium ethoxide), [Na] (sodium), CN(C)/C=C/C(=O)C1=CC=CC=N1 (3-dimethylamino-1-pyridin-2-yl-propenone), NC(=S)N (thiourea). The solvent is C(C)O (ethanol), [Cl-].[NH4+] (ammonium chloride), O (water). Run at time 3 hour. The product is CSC1=NC=CC(=N1)C1=NC=CC=C1 (2-Methylsulfanyl-4-pyridin-2-yl-pyrimidine). Isolated yield 96.0%. RXN SMILES: [O-][CH2:2]C.[Na+].[Na].CN(/[CH:9]=[CH:10]/[C:11]([C:13]1[N:18]=[CH:17][CH:16]=[CH:15][CH:14]=1)=O)C.[NH2:19][C:20]([NH2:22])=[S:21].IC>[Cl-].[NH4+].O.C(O)C>[CH3:2][S:21][C:20]1[N:22]=[C:11]([C:13]2[CH:14]=[CH:15][CH:16]=[CH:17][N:18]=2)[CH:10]=[CH:9][N:19]=1 |f:0.1,6.7,^1:4|. Procedure: To a stirred solution of sodium ethoxide (freshly prepared from sodium metal (5.11 g, 222 mmol) and ethanol (350 mL)) was added 3-dimethylamino-1-pyridin-2-yl-propenone (28.0 g, 159 mmol) and thiourea (12.9 g, 170 mmol). The solution was heated to reflux and stirred for 3 hours. The solution was allowed to cool to room temperature, and then iodomethane (13.8 mL, 222 mmol) was added dropwise over 10 minutes. The solution was stirred at room temperature for 2 hours, and then diluted with saturated... Procedure: (4-Trifluoromethylphenyl)thiourea (5.00 g; 22.7 mmol) was dissolved in ethanol (45 mL) by gentle heating. Then, α-bromo-p-chloroacetophenone (5.30 g; 22.70 mmol) and DIPEA (3.22 g; 24.9 mmol) was added. The resulting solution was stirred for 16 hours at ambient temperature. The mixture was then concentrated in vacuo, and the residue dissolved in ethyl acetate. The DIPEA hydrobromide, which crystallized out of solution, was removed by filtration. The filtrate was washed with water (2×50 mL) and b... The solvent is C(C)O (ethanol). As a reaction SMILES: [F:1][C:2]([F:14])([F:13])[C:3]1[CH:8]=[CH:7][C:6]([NH:9][C:10]([NH2:12])=[S:11])=[CH:5][CH:4]=1.Br[CH2:16][C:17]([C:19]1[CH:24]=[CH:23][C:22]([Cl:25])=[CH:21][CH:20]=1)=O.CCN(C(C)C)C(C)C>C(O)C>[Cl:25][C:22]1[CH:23]=[CH:24][C:19]([C:17]2[N:12]=[C:10]([NH:9][C:6]3[CH:5]=[CH:4][C:3]([C:2]([F:1])([F:13])[F:14])=[CH:8][CH:7]=3)[S:11][CH:16]=2)=[CH:20][CH:21]=1. Yields the product ClC1=CC=C(C=C1)C=1N=C(SC1)NC1=CC=C(C=C1)C(F)(F)F ([4-(4-chlorophenyl)thiazol-2-yl]-(4-trifluoromethylphenyl)amine). The reactants are BrCC(=O)C1=CC=C(C=C1)Cl (α-bromo-p-chloroacetophenone), CCN(C(C)C)C(C)C (DIPEA), FC(C1=CC=C(C=C1)NC(=S)N)(F)F ((4-Trifluoromethylphenyl)thiourea). Run at time 16 hour. Yield: 86.9%. Reactants: C(C=C)(=O)OC(C)(C)C (tert-butyl acrylate), [Cl-].[NH4+] (ammonium chloride), [Na] (sodium), C(COCCOCCOCCO)O (tetraethylene glycol), [Na] (sodium). Run in O1CCCC1 (tetrahydrofuran). The product is C(C)(C)(C)OC(=O)CCOCCOCCOCCOCCOCCC(=O)OC(C)(C)C (tert-Butyl 3-[2-(2-{2-[2-(2-tert-butoxycarbonylethoxy)ethoxy]ethoxy}ethoxy)-ethoxy]propionate). As a reaction SMILES: [Na].[CH2:2]([OH:14])[CH2:3][O:4][CH2:5][CH2:6][O:7][CH2:8][CH2:9][O:10][CH2:11][CH2:12][OH:13].[C:15]([O:19][C:20]([CH3:23])([CH3:22])[CH3:21])(=[O:18])[CH:16]=[CH2:17].[Cl-].[NH4+]>O1CCCC1>[C:20]([O:19][C:15]([CH2:16][CH2:17][O:13][CH2:12][CH2:11][O:10][CH2:9][CH2:8][O:7][CH2:6][CH2:5][O:4][CH2:3][CH2:2][O:14][CH2:17][CH2:16][C:15]([O:19][C:20]([CH3:23])([CH3:22])[CH3:21])=[O:18])=[O:18])([CH3:23])([CH3:22])[CH3:21] |f:3.4,^1:0|. Procedure details: 0.4 g of sodium is added to a solution of 91 g of tetraethylene glycol in 250 ml of tetrahydrofuran, and the mixture is stirred at room temperature. Once the sodium has dissolved, 145 ml of tert-butyl acrylate are added. The mixture is stirred for 12 h. The reaction solution is neutralized with ammonium chloride, concentrated, taken up in aqueous sodium chloride solution and extracted with ethyl acetate. The organic phase is concentrated. The residue is 39. Reaction SMILES: [BH4-:20].[CH2:12]1[O:13][CH2:14][CH2:15][CH2:16]1.[CH3:17][CH2:18][OH:19].[Cl:1][c:2]1[c:3]([C:4](=[O:5])[O:6][CH3:7])[cH:8][cH:9][cH:10][n:11]1.[Na+:21].[OH2:22]>>[Cl:1][c:2]1[c:3]([CH2:4][OH:5])[cH:8][cH:9][cH:10][n:11]1. Product: OCc1cccnc1Cl. Reactants: [BH4-], C1CCOC1, CCO, COC(=O)c1cccnc1Cl, [Na+], O. Starting materials: ClC=1C=C(C(=O)OCC(C)(C)C)C=C(C1Cl)Cl (neopentyl 3,4,5-trichlorobenzoate), [F-].[K+] (potassium fluoride), S1(=O)(=O)CCCC1 (sulfolane). Reagents/catalysts: [Br-].C1(=CC=CC=C1)[P+](C1=CC=CC=C1)(C1=CC=CC=C1)C1=CC=CC=C1 (tetraphenyl phosphonium bromide). Run at time 6 hour. Product: ClC=1C=C(C(=O)OCC(C)(C)C)C=C(C1F)Cl (neopentyl 3,5-dichloro-4-fluorobenzoate). Isolated yield 63.3%. RXN SMILES: [Cl:1][C:2]1[CH:3]=[C:4]([CH:13]=[C:14]([Cl:17])[C:15]=1Cl)[C:5]([O:7][CH2:8][C:9]([CH3:12])([CH3:11])[CH3:10])=[O:6].[F-:18].[K+].S1(CCCC1)(=O)=O>[Br-].C1([P+](C2C=CC=CC=2)(C2C=CC=CC=2)C2C=CC=CC=2)C=CC=CC=1>[Cl:1][C:2]1[CH:3]=[C:4]([CH:13]=[C:14]([Cl:17])[C:15]=1[F:18])[C:5]([O:7][CH2:8][C:9]([CH3:12])([CH3:11])[CH3:10])=[O:6] |f:1.2,4.5|. Reported procedure: The reaction was conducted in the same manner as in Example 1 for 6 hours by using 8.9 g (30 mmol) of neopentyl 3,4,5-trichlorobenzoate instead of neopentyl 2,3,4,5-tetrachlorobenzoate in Example 1, 2.6 g (45 mmol) of spray-dried potassium fluoride, 1.3 g (3 mmol) of tetraphenyl phosphonium bromide and 9 g of anhydrous sulfolane. The post-treatment was conducted in the same manner, followed by distillation under reduced pressure to obtain 5.3 g of neopentyl 3,5-dichloro-4-fluorobenzoate. Further...